Dataset: the Open Reaction Database (ORD), a public repository of structured organic reaction records. Task: describe an organic reaction: reactants, conditions, products, and yield Reported procedure: Reaction of 2-amino-4-hydroxymethylimidazole hydrochloride (which is obtained by treating the picrate salt with hydrochloric acid) with cysteamine hydrochloride by the procedure of Example 1 gives 2-amino-4-[(2-aminoethyl)thiomethyl]imidazole. Reactants: C1([N+](=O)[O-])=CC([N+](=O)[O-])=CC([N+](=O)[O-])=C1[O-] (picrate), Cl (hydrochloric acid), Cl.NCCS (cysteamine hydrochloride), Cl.NC=1NC=C(N1)CO (2-amino-4-hydroxymethylimidazole hydrochloride). The product is NC=1NC=C(N1)CSCCN (2-amino-4-[(2-aminoethyl)thiomethyl]imidazole). Reaction SMILES: Cl.[NH2:2][C:3]1[NH:4][CH:5]=[C:6]([CH2:8]O)[N:7]=1.C1(C([O-])=C([N+]([O-])=O)C=C([N+]([O-])=O)C=1)[N+]([O-])=O.Cl.Cl.[NH2:28][CH2:29][CH2:30][SH:31]>>[NH2:2][C:3]1[NH:4][CH:5]=[C:6]([CH2:8][S:31][CH2:30][CH2:29][NH2:28])[N:7]=1 |f:0.1,4.5|. Reactants: C(#N)C1=NC=C(C=C1)CCOC(C1=CC=CC=C1)(C1=CC=CC=C1)C1=CC=CC=C1 (2-(2-Cyanopyridin-5-yl)-1-triphenylmethyloxyethane). Run in C(=O)O (formic acid). The product is N1=CC(=CC=C1)CCO (2-(3-Pyridyl)ethanol). The yield is 54.8%. As a reaction SMILES: C([C:3]1[CH:8]=[CH:7][C:6]([CH2:9][CH2:10][O:11]C(C2C=CC=CC=2)(C2C=CC=CC=2)C2C=CC=CC=2)=[CH:5][N:4]=1)#N>C(O)=O>[N:4]1[CH:3]=[CH:8][CH:7]=[C:6]([CH2:9][CH2:10][OH:11])[CH:5]=1. Procedure: 2-(2-Cyanopyridin-5-yl)-1-triphenylmethyloxyethane (2.631 g) and formic acid (38.0 ml) were treated as reported in Tetrahedron Lett., 579 (1986). to give the title compound (0.455 g) as colorless crystals (yield: 45.7%). Starting materials: NC1=C(C=CC=C1)C1CCNC=2N1N=C(C2C#N)C2=CC=C(C=C2)OCC2CC2 (7-(2-aminophenyl)-2-(4-(cyclopropylmethoxy)phenyl)-4,5,6,7-tetrahydropyrazolo[1,5-a]pyrimidine-3-carbonitrile), [OH-].[Na+] (NaOH), OO (H2O2). Run in CCO (EtOH), CS(=O)C (DMSO). Run at temperature 60 celsius, time 3 hour. Yields the product NC1=C(C=CC=C1)C1CCNC=2N1N=C(C2C(=O)N)C2=CC=C(C=C2)OCC2CC2 (7-(2-Aminophenyl)-2-(4-(cyclopropylmethoxy)phenyl)-4,5,6,7-tetrahydropyrazolo[1,5-a]pyrimidine-3-carboxamide). Isolated yield 41.0%. As a reaction SMILES: [NH2:1][C:2]1[CH:7]=[CH:6][CH:5]=[CH:4][C:3]=1[CH:8]1[N:13]2[N:14]=[C:15]([C:19]3[CH:24]=[CH:23][C:22]([O:25][CH2:26][CH:27]4[CH2:29][CH2:28]4)=[CH:21][CH:20]=3)[C:16]([C:17]#[N:18])=[C:12]2[NH:11][CH2:10][CH2:9]1.[OH-:30].[Na+].OO>CCO.CS(C)=O>[NH2:1][C:2]1[CH:7]=[CH:6][CH:5]=[CH:4][C:3]=1[CH:8]1[N:13]2[N:14]=[C:15]([C:19]3[CH:20]=[CH:21][C:22]([O:25][CH2:26][CH:27]4[CH2:29][CH2:28]4)=[CH:23][CH:24]=3)[C:16]([C:17]([NH2:18])=[O:30])=[C:12]2[NH:11][CH2:10][CH2:9]1 |f:1.2|. Reported procedure: To a solution of 7-(2-aminophenyl)-2-(4-(cyclopropylmethoxy)phenyl)-4,5,6,7-tetrahydropyrazolo[1,5-a]pyrimidine-3-carbonitrile (350 mg, 0.91 mmol) in EtOH (4 mL) and DMSO (4 mL) was added NaOH aqueous solution (5 N, 2 mL) and H2O2 (2 mL). After stirring at 60° C. for 3 hr, the mixture was partitioned between 100 mL of H2O and 100 mL of EA. The organic layer was separated from aqueous layers, washed with saturated brines (100 mL×2), dried over Na2SO4 and concentrated. The residue was purified by ...